This data is from the Open Reaction Database (ORD), a public repository of structured organic reaction records. The task is: describe an organic reaction: reactants, conditions, products, and yield Reactants: CC(C)(C)[Si](C)(C)Cl, Cc1ccc(CCCCO)cc1, CN(C)C=O, c1c[nH]cn1. Product: Cc1ccc(CCCCO[Si](C)(C)C(C)(C)C)cc1. RXN SMILES: [C:18]([CH3:19])([CH3:20])([CH3:21])[Si:22]([CH3:23])([CH3:24])[Cl:25].[CH3:1][c:2]1[cH:3][cH:4][c:5]([CH2:8][CH2:9][CH2:10][CH2:11][OH:12])[cH:6][cH:7]1.[O:26]=[CH:27][N:28]([CH3:29])[CH3:30].[nH:13]1[cH:14][cH:15][n:16][cH:17]1>>[CH3:1][c:2]1[cH:3][cH:4][c:5]([CH2:8][CH2:9][CH2:10][CH2:11][O:12][Si:22]([C:18]([CH3:19])([CH3:20])[CH3:21])([CH3:23])[CH3:24])[cH:6][cH:7]1. Starting materials: C1CCOC1, CC[Si](CC)(CC)OC(CI)c1ccc(Cl)c(NS(C)(=O)=O)c1. Yields the product CS(=O)(=O)Nc1cc(C2CO2)ccc1Cl. RXN SMILES: [CH2:24]1[O:25][CH2:26][CH2:27][CH2:28]1.[Cl:1][c:2]1[c:3]([NH:19][S:20](=[O:21])(=[O:22])[CH3:23])[cH:4][c:5]([CH:8]([CH2:9][I:18])[O:11][Si:10]([CH2:12][CH3:13])([CH2:14][CH3:15])[CH2:16][CH3:17])[cH:6][cH:7]1>>[Cl:1][c:2]1[c:3]([NH:19][S:20](=[O:21])(=[O:22])[CH3:23])[cH:4][c:5]([CH:8]2[CH2:9][O:11]2)[cH:6][cH:7]1. Starting materials: C(C(=O)O)(=O)O (oxalic acid), CN(CCCNC(=O)C=1C=C(C=CC1)C1=CC=C(C=C1)CSCCOC1=CC=CC=C1)C (4′-(2-phenoxy-ethylsulfanylmethyl)-biphenyl-3-carboxylic acid(3-dimethylamino-propyl)-amide), CCOCC (Et2O). Run in CC(=O)C (acetone), CC(=O)C (acetone). Yields the product C(C(=O)O)(=O)O.CN(CCCNC(=O)C=1C=C(C=CC1)C1=CC=C(C=C1)CSCCOC1=CC=CC=C1)C (4′-(2-phenoxy-ethylsulfanylmethyl)-biphenyl-3-carboxylic acid(3-dimethylamino-propyl)-amide oxalate). The yield is 38.5%. As a reaction SMILES: [CH3:1][N:2]([CH3:32])[CH2:3][CH2:4][CH2:5][NH:6][C:7]([C:9]1[CH:10]=[C:11]([C:15]2[CH:20]=[CH:19][C:18]([CH2:21][S:22][CH2:23][CH2:24][O:25][C:26]3[CH:31]=[CH:30][CH:29]=[CH:28][CH:27]=3)=[CH:17][CH:16]=2)[CH:12]=[CH:13][CH:14]=1)=[O:8].[C:33]([OH:38])(=[O:37])[C:34]([OH:36])=[O:35].CCOCC>CC(C)=O>[C:33]([OH:38])(=[O:37])[C:34]([OH:36])=[O:35].[CH3:32][N:2]([CH3:1])[CH2:3][CH2:4][CH2:5][NH:6][C:7]([C:9]1[CH:10]=[C:11]([C:15]2[CH:20]=[CH:19][C:18]([CH2:21][S:22][CH2:23][CH2:24][O:25][C:26]3[CH:31]=[CH:30][CH:29]=[CH:28][CH:27]=3)=[CH:17][CH:16]=2)[CH:12]=[CH:13][CH:14]=1)=[O:8] |f:4.5|. Procedure details: Dissolved 4′-(2-phenoxy-ethylsulfanylmethyl)-biphenyl-3-carboxylic acid(3-dimethylamino-propyl)-amide (0.48 g, 1.07 mmol, 1 eq.) in acetone (10 mL) and treated the solution dropwise with oxalic acid(0.12 g, 1.28 mmol, 1.2 eq.) in acetone (5 mL). Added Et2O until cloudy and then placed in the freezer to induce crystallization. The resulting white solid was collected by filtration and washed with Et2O to give 4′-(2-phenoxy-ethylsulfanylmethyl)-biphenyl-3-carboxylic acid(3-dimethylamino-propyl)-ami... Starting materials: CC(C)(O)c1ccc2c(c1)C(=CCCBr)c1cccnc1CO2, COC(=O)c1cc(Cl)ccc1N1CCNCC1, CC(C)O, [I-], [K+], Cc1cccc(C)n1. The product is COC(=O)c1cc(Cl)ccc1N1CCN(CCC=C2c3cc(C(C)(C)O)ccc3OCc3ncccc32)CC1. Reaction SMILES: [Br:28][CH2:29][CH2:30][CH:31]=[C:32]1[c:33]2[c:34]([cH:43][cH:44][c:45]([C:47]([CH3:48])([CH3:49])[OH:50])[cH:46]2)[O:35][CH2:36][c:37]2[c:38]1[cH:39][cH:40][cH:41][n:42]2.[CH3:1][O:2][C:3]([c:4]1[c:5]([N:11]2[CH2:12][CH2:13][NH:14][CH2:15][CH2:16]2)[cH:6][cH:7][c:8]([Cl:10])[cH:9]1)=[O:17].[CH:51]([OH:52])([CH3:53])[CH3:54].[I-:27].[K+:26].[n:18]1[c:19]([CH3:20])[cH:21][cH:22][cH:23][c:24]1[CH3:25]>>[CH3:1][O:2][C:3]([c:4]1[c:5]([N:11]2[CH2:12][CH2:13][N:14]([CH2:29][CH2:30][CH:31]=[C:32]3[c:33]4[c:34]([cH:43][cH:44][c:45]([C:47]([CH3:48])([CH3:49])[OH:50])[cH:46]4)[O:35][CH2:36][c:37]4[c:38]3[cH:39][cH:40][cH:41][n:42]4)[CH2:15][CH2:16]2)[cH:6][cH:7][c:8]([Cl:10])[cH:9]1)=[O:17]. Starting materials: O (water), Cl (hydrochloric acid), C(=O)(O)C1=CC=C(C=C1)NC(NN)=S (4-(4-carboxyphenyl)-3-thiosemicarbazide), ClC=1C(=C(C=O)C=C(C1)Cl)O (3,5-dichloro-2-hydroxybenzaldehyde). Run in CN(C=O)C (dimethylformamide). Run at time 18 hour. The product is C(=O)(O)C1=CC=C(C=C1)NC(NN=CC1=C(C(=CC(=C1)Cl)Cl)O)=S (4-(4-carboxyphenyl)-1-(3,5-dichloro-2-hydroxybenzylidene)-3-thiosemicarbazide). Isolated yield 55.2%. RXN SMILES: Cl.[C:2]([C:5]1[CH:10]=[CH:9][C:8]([NH:11][C:12](=[S:15])[NH:13][NH2:14])=[CH:7][CH:6]=1)([OH:4])=[O:3].[Cl:16][C:17]1[C:18]([OH:26])=[C:19]([CH:22]=[C:23]([Cl:25])[CH:24]=1)[CH:20]=O.O>CN(C)C=O>[C:2]([C:5]1[CH:6]=[CH:7][C:8]([NH:11][C:12](=[S:15])[NH:13][N:14]=[CH:20][C:19]2[CH:22]=[C:23]([Cl:25])[CH:24]=[C:17]([Cl:16])[C:18]=2[OH:26])=[CH:9][CH:10]=1)([OH:4])=[O:3]. Procedure details: Concentrated aqueous hydrochloric acid (1 mL) was added to a stirred solution of 4-(4-carboxyphenyl)-3-thiosemicarbazide (213 mg, 1.00 mmol) and 3,5-dichloro-2-hydroxybenzaldehyde (198 mg, 1.04 mmol) in dimethylformamide (20 mL). The mixture was stirred for 18 h, water was added and the precipitate filtered, washed (water) and dried to give the title compound (212 mg, 55%) as a solid. MS (ES−) m/e 382, 384 [M−H]-. Starting materials: CN1N=C(C=C1)N1C=CC2=C(C=CC=C12)[N+](=O)[O-] (1-(1-methyl-1H-pyrazol-3-yl)-4-nitro-1H-indole). The reagents and catalysts are [C].[Pd] (Palladium-carbon). The solvent is C(C)(=O)OCC (ethyl acetate). Conditions: time 2 hour. Yields the product CN1N=C(C=C1)N1C=CC=2C(=CC=CC12)N (1-(1-methyl-1H-pyrazol-3-yl)-1H-indol-4-amine). RXN SMILES: [CH3:1][N:2]1[CH:6]=[CH:5][C:4]([N:7]2[C:15]3[C:10](=[C:11]([N+:16]([O-])=O)[CH:12]=[CH:13][CH:14]=3)[CH:9]=[CH:8]2)=[N:3]1>C(OCC)(=O)C.[C].[Pd]>[CH3:1][N:2]1[CH:6]=[CH:5][C:4]([N:7]2[C:15]3[CH:14]=[CH:13][CH:12]=[C:11]([NH2:16])[C:10]=3[CH:9]=[CH:8]2)=[N:3]1 |f:2.3|. Procedure details: 10% Palladium-carbon (500 mg) was added to a solution of 1-(1-methyl-1H-pyrazol-3-yl)-4-nitro-1H-indole obtained in the above-described Step 1 (625 mg) in ethyl acetate (20 ml) under nitrogen airflow. Then the reaction solution was stirred under hydrogen atmosphere at room temperature for 2 hours and a half. The insolubles were filtrated with celite, and then the solvent was evaporated under vacuum. The resultant residue was purified by column chromatography on silica gel (developing solvent:hex... Starting materials: NC1=CC=CC=C1 (aniline), IC1=CC(=C(C=C1)N=C=S)C(C)(C)C (4-iodo-2-tert-butylphenyl isothiocyanate), C(C)(C)(C)C1=C(N)C=CC=C1 (2-tert-Butylaniline), IC1=CC(=C(N)C=C1)C(C)(C)C (4-iodo-2-tert-butylaniline), OCCN (2-hydroxyethylamine), O=S(Cl)Cl (SOCl2). Product: NC1(CCCC1)CO (1-Amino-1-(hydroxymethyl)cyclopentane), Cl.NC1(CCCC1)CCl (1-amino-1-(chloromethyl)cyclopentane HCl salt). Procedure details: 2-tert-Butylaniline was converted to 4-iodo-2-tert-butylaniline according to Method A5a. The aniline was converted to 4-iodo-2-tert-butylphenyl isothiocyanate according to Method A2b. 1-Amino-1-(hydroxymethyl)cyclopentane was synthesized as described in Method B1c. The 2-hydroxyethylamine was reacted with SOCl2 according to Method B7a to give 1-amino-1-(chloromethyl)cyclopentane HCl salt. The 2-chloroethylamine was reacted with 4-iodo-2-tert-butylphenyl isothiocyanate according to Method C1a to ... Reaction SMILES: C([C:5]1[CH:11]=[CH:10][CH:9]=[CH:8][C:6]=1[NH2:7])(C)(C)C.I[C:13]1[CH:19]=[CH:18][C:16]([NH2:17])=[C:15](C(C)(C)C)[CH:14]=1.NC1C=CC=CC=1.IC1C=CC(N=C=S)=C(C(C)(C)C)C=1.[OH:45]CCN.O=S(Cl)[Cl:51]>>[NH2:7][C:6]1([CH2:5][OH:45])[CH2:8][CH2:9][CH2:10][CH2:11]1.[ClH:51].[NH2:17][C:16]1([CH2:15][Cl:51])[CH2:14][CH2:13][CH2:19][CH2:18]1 |f:7.8|.